describe an organic reaction: reactants, conditions, products, and yield From a dataset of the Open Reaction Database (ORD), a public repository of structured organic reaction records. Starting materials: COC1=CC=C(C=C1)NC1CCN(CC1)C(=O)OC(C)(C)C (4-(p-Anisidino)-1-(tert-butoxycarbonyl)piperidine), ClCC1=CC(=NC=C1)C1=CC=CC=C1 (4-chloromethyl-2-phenylpyridine). Yields the product C(C)(C)(C)OC(=O)N1CCC(CC1)N(CC1=CC(=NC=C1)C1=CC=CC=C1)C1=CC=C(C=C1)OC (1-(tert-Butoxycarbonyl)-4-[N-(4-methoxyphenyl)-N-[(2-phenylpyridin-4-yl)methyl]amino]piperidine). Reaction SMILES: [CH3:1][O:2][C:3]1[CH:8]=[CH:7][C:6]([NH:9][CH:10]2[CH2:15][CH2:14][N:13]([C:16]([O:18][C:19]([CH3:22])([CH3:21])[CH3:20])=[O:17])[CH2:12][CH2:11]2)=[CH:5][CH:4]=1.Cl[CH2:24][C:25]1[CH:30]=[CH:29][N:28]=[C:27]([C:31]2[CH:36]=[CH:35][CH:34]=[CH:33][CH:32]=2)[CH:26]=1>>[C:19]([O:18][C:16]([N:13]1[CH2:14][CH2:15][CH:10]([N:9]([C:6]2[CH:5]=[CH:4][C:3]([O:2][CH3:1])=[CH:8][CH:7]=2)[CH2:24][C:25]2[CH:30]=[CH:29][N:28]=[C:27]([C:31]3[CH:32]=[CH:33][CH:34]=[CH:35][CH:36]=3)[CH:26]=2)[CH2:11][CH2:12]1)=[O:17])([CH3:22])([CH3:21])[CH3:20]. Procedure details: 4-(p-Anisidino)-1-(tert-butoxycarbonyl)piperidine (612 mg) and 4-chloromethyl-2-phenylpyridine (204 mg) were condensed in the same manner as described in Example 9 to give the title compound. Reactants: NC1CCN(CC1)CCN1C(C=NC2=CC=C(C=C12)F)=O (1-(2-(4-aminopiperidin-1-yl)ethyl)-7-fluoroquinoxalin-2(1H)-one), O=C1NC2=C(SC1)C=CC(=N2)C=O (3-oxo-3,4-dihydro-2H-pyrido[3,2-b][1,4]thiazine-6-carbaldehyde), C(O)([O-])=O.[Na+] (sodium hydrogen carbonate), C(C)(=O)O[BH-](OC(C)=O)OC(C)=O.[Na+] (sodium triacetoxyborohydride). The solvent is C(C)(=O)O (acetic acid), C(Cl)(Cl)Cl (chloroform). Reaction conditions: time 1 hour. The product is FC1=CC=C2N=CC(N(C2=C1)CCN1CCC(CC1)NCC=1C=CC=2SCC(NC2N1)=O)=O (7-fluoro-1-(2-(4-((3-oxo-3,4-dihydro-2H-pyrido[3,2-b][1,4]thiazin-6-yl)methylamino)piperidin-1-yl)ethyl)quinoxalin-2(1H)-one). The yield is 49.1%. As a reaction SMILES: [NH2:1][CH:2]1[CH2:7][CH2:6][N:5]([CH2:8][CH2:9][N:10]2[C:19]3[C:14](=[CH:15][CH:16]=[C:17]([F:20])[CH:18]=3)[N:13]=[CH:12][C:11]2=[O:21])[CH2:4][CH2:3]1.[O:22]=[C:23]1[CH2:28][S:27][C:26]2[CH:29]=[CH:30][C:31]([CH:33]=O)=[N:32][C:25]=2[NH:24]1.C(O[BH-](OC(=O)C)OC(=O)C)(=O)C.[Na+].C(=O)([O-])O.[Na+]>C(O)(=O)C.C(Cl)(Cl)Cl>[F:20][C:17]1[CH:18]=[C:19]2[C:14]([N:13]=[CH:12][C:11](=[O:21])[N:10]2[CH2:9][CH2:8][N:5]2[CH2:4][CH2:3][CH:2]([NH:1][CH2:33][C:31]3[CH:30]=[CH:29][C:26]4[S:27][CH2:28][C:23](=[O:22])[NH:24][C:25]=4[N:32]=3)[CH2:7][CH2:6]2)=[CH:15][CH:16]=1 |f:2.3,4.5|. Reported procedure: To 10 mL of a chloroform solution containing 183 mg of 1-(2-(4-aminopiperidin-1-yl)ethyl)-7-fluoroquinoxalin-2(1H)-one and 114 mg of 3-oxo-3,4-dihydro-2H-pyrido[3,2-b][1,4]thiazine-6-carbaldehyde, 36 μL of acetic acid was added, and stirred at room temperature for 1 hour. To the reaction mixture, 228 mg of sodium triacetoxyborohydride was added, and stirred overnight. Aqueous saturated sodium hydrogen carbonate solution was added, the organic layer was separated. The organic layer was washed wit...